This data is from the Open Reaction Database (ORD), a public repository of structured organic reaction records. The task is: describe an organic reaction: reactants, conditions, products, and yield The reactants are C(C)(C)(C)C=1C=C(C=O)C=C(C1O)C(C)(C)C (3,5-di-tert-butyl-4-hydroxybenzaldehyde), S1C(NC(C1)=O)=O (2,4-thiazolidinedione), C(C)(=O)[O-].[Na+] (sodium acetate). Run in C(C)(=O)O (acetic acid). Run at time 5 hour. Product: CC(C)(C)C=1C=C(C=C(C1O)C(C)(C)C)C=C1C(NC(S1)=O)=O (5-{[3,5-bis(1,1-dimethylethyl)-4-hydroxyphenyl]}methylene-2,4-thiazolidinedione). The yield is 64.5%. RXN SMILES: [C:1]([C:5]1[CH:6]=[C:7]([CH:10]=[C:11]([C:14]([CH3:17])([CH3:16])[CH3:15])[C:12]=1[OH:13])[CH:8]=O)([CH3:4])([CH3:3])[CH3:2].[S:18]1[CH2:22][C:21](=[O:23])[NH:20][C:19]1=[O:24].C([O-])(=O)C.[Na+]>C(O)(=O)C>[CH3:16][C:14]([C:11]1[CH:10]=[C:7]([CH:8]=[C:22]2[S:18][C:19](=[O:24])[NH:20][C:21]2=[O:23])[CH:6]=[C:5]([C:1]([CH3:3])([CH3:2])[CH3:4])[C:12]=1[OH:13])([CH3:15])[CH3:17] |f:2.3|. Reported procedure: To a flask containing 41.7 g (0.18 moles) of 3,5-di-tert-butyl-4-hydroxybenzaldehyde, 25 g (0.21 moles) of 2,4-thiazolidinedione and 29.5 g (0.36 moles) of anhydrous sodium acetate were added. To these solids 175 ml of glacial acetic acid was added and the mixture was stirred and refluxed for 18 hours. The mixture was allowed to cool to room temperature and the precipitated solid was collected by filtration. The precipitate was rinsed with 1:1 water/ethanol then dried. The dried solid was slurri... Starting materials: C(C)OC(=O)CC1=CC=C(C=C1)NC1=NC(=NC=C1)NC1=CC(=C(C(=C1)OC)OC)OC (N4-(4-(Ethoxycarbonylmethyl)phenyl)-N2-(3,4,5-trimethoxyphenyl)-2,4-pyrimidinediamine), [OH-].[Na+] (NaOH). The solvent is C(C)O (ethanol), C(C)O (ethanol). Yields the product C(=O)(O)CC1=CC=C(C=C1)NC1=NC(=NC=C1)NC1=CC(=C(C(=C1)OC)OC)OC (N4-(4-(Carboxymethyl)phenyl)-N2-(3,4,5-trimethoxyphenyl)-2,4-pyrimidinediamine). Isolated yield 38.0%. Reaction SMILES: C([O:3][C:4]([CH2:6][C:7]1[CH:12]=[CH:11][C:10]([NH:13][C:14]2[CH:19]=[CH:18][N:17]=[C:16]([NH:20][C:21]3[CH:26]=[C:25]([O:27][CH3:28])[C:24]([O:29][CH3:30])=[C:23]([O:31][CH3:32])[CH:22]=3)[N:15]=2)=[CH:9][CH:8]=1)=[O:5])C.[OH-].[Na+]>C(O)C>[C:4]([CH2:6][C:7]1[CH:8]=[CH:9][C:10]([NH:13][C:14]2[CH:19]=[CH:18][N:17]=[C:16]([NH:20][C:21]3[CH:22]=[C:23]([O:31][CH3:32])[C:24]([O:29][CH3:30])=[C:25]([O:27][CH3:28])[CH:26]=3)[N:15]=2)=[CH:11][CH:12]=1)([OH:5])=[O:3] |f:1.2|. Procedure details: The compound of Example 103 (250 mg, 0.57 mmol) in a solution of ethanol (10 ml) containing 6N aqueous NaOH (2.0 ml) was heated a reflux for 2 h. On cooling the ethanol was removed under reduced pressure and the basic solution brought to pH 5 with 2M hydrochloric acid. The resulting solution was concentrated under reduced pressure, and the residue taken up in hot ethanol (20 ml). This solution was filtered and the filtrate evaporated under reduced pressure to give a residue which was crystalised... Starting materials: BrC=1C=CC(=C(C1)CC(=O)O)F (5-bromo-2-fluorophenylacetic acid), S(O)(O)(=O)=O (sulfuric acid), CO (MeOH). Run at temperature 64 celsius. Product: COC(CC1=C(C=CC(=C1)Br)F)=O ((5-bromo-2-fluoro-phenyl)-acetic acid methyl ester). RXN SMILES: [Br:1][C:2]1[CH:3]=[CH:4][C:5]([F:12])=[C:6]([CH2:8][C:9]([OH:11])=[O:10])[CH:7]=1.S(=O)(=O)(O)O.[CH3:18]O>>[CH3:18][O:10][C:9](=[O:11])[CH2:8][C:6]1[CH:7]=[C:2]([Br:1])[CH:3]=[CH:4][C:5]=1[F:12]. Procedure: To a solution of 5-bromo-2-fluorophenylacetic acid (5 g) in MeOH (200 mL) is added concentrated sulfuric acid (2 mL) and the solution is heated at 64° C. for 16 hours. The solution is evaporated in vacuo and the residue is taken up in EtOAc and washed with 10% sodium bicarbonate, brine and dried over sodium sulfate. The solution is filtered and evaporated in vacuo to afford (5-bromo-2-fluoro-phenyl)-acetic acid methyl ester (5.1 g). 1H NMR (300 MHz, CDCl3) □7.3-7.5 (m, 2H); 6.9 (m, 1H); 3.9 (s, ... The reactants are C(#N)N=C(SC)SC (dimethyl N-cyanodithioimidocarbonate), NCCCCCO (5-aminopentan-1-ol). Solvent: N1=CC=CC=C1 (pyridine). The product is C(#N)NC(=NCCCCCO)NCCCCCO (N-cyano-N',N"-bis(5-hydroxypentyl)guanidine). Reaction SMILES: [C:1]([N:3]=[C:4](SC)SC)#[N:2].[NH2:9][CH2:10][CH2:11][CH2:12][CH2:13][CH2:14][OH:15]>N1C=CC=CC=1>[C:1]([NH:3][C:4]([NH:9][CH2:10][CH2:11][CH2:12][CH2:13][CH2:14][OH:15])=[N:9][CH2:10][CH2:11][CH2:12][CH2:13][CH2:14][OH:15])#[N:2]. Reported procedure: Heating dimethyl N-cyanodithioimidocarbonate with an excess of 5-aminopentan-1-ol in pyridine gives N-cyano-N',N"-bis(5-hydroxypentyl)guanidine, which may be treated with p-toluenesulphonyl chloride in pyridine and the product heated with thiourea in acetone to give N-cyano-N', N"-bis(5-(S-isothioureido)pentyl)guanidine. Reactants: S(=O)(=O)(O)C1=CC=C(C)C=C1 (tosylic acid), C(C)O (ethanol), CC(C)NC(C)(C(C)C)C (N-(1-methylethyl)-2,3-dimethyl-2-butylamine). Run in CCOCC (ether). Run at time 8 hour. The product is S(=O)(=O)(O)C1=CC=C(C)C=C1.CC(C)NC(C)(C(C)C)C (N-(1-methylethyl)-2,3-dimethyl-2-butylamine tosylate). The yield is 892.6%. Reaction SMILES: [S:1]([C:5]1[CH:11]=[CH:10][C:8]([CH3:9])=[CH:7][CH:6]=1)([OH:4])(=[O:3])=[O:2].C(O)C.[CH3:15][CH:16]([NH:18][C:19]([CH3:24])([CH:21]([CH3:23])[CH3:22])[CH3:20])[CH3:17]>CCOCC>[S:1]([C:5]1[CH:11]=[CH:10][C:8]([CH3:9])=[CH:7][CH:6]=1)([OH:4])(=[O:3])=[O:2].[CH3:15][CH:16]([NH:18][C:19]([CH3:24])([CH:21]([CH3:23])[CH3:22])[CH3:20])[CH3:17] |f:4.5|. Reported procedure: 0.60 g (3.5 mmole) anhydrous tosylic acid was dissolved in possibly as little as ethanol. Then a solution of 0.55 g (0.38 mmole) N-(1-methylethyl)-2,3-dimethyl-2-butylamine in 10 mL anhydrous ether was added dropwise with stirring. The mixture was stood overnight, and then distilled off the solvent. The residue was washed thoroughly with anhydrous ethanol to give a colorless solid 1.07 g, mp 119-120° C. 1H-NMR(D2O, ppm) 0.96(d, 6H, 2CH3), 1.303(s, 6H, 2CH3), 1.36(d, 6H, 2CH3), 2.02-2.15(m, 1H, C... Starting materials: ICCCCCCCCCCI (1,10-Diiododecane), N1=CC=CC=C1 (pyridine). Conditions: temperature 65 celsius. Product: [I-].[I-].C(CCCCCCCCC[N+]1=CC=CC=C1)[N+]1=CC=CC=C1 (N,N′-Decane-1,10-diyl-bis-pyridinium Diiodide). The yield is 90.0%. RXN SMILES: [I:1][CH2:2][CH2:3][CH2:4][CH2:5][CH2:6][CH2:7][CH2:8][CH2:9][CH2:10][CH2:11]I.[N:13]1[CH:18]=[CH:17][CH:16]=[CH:15][CH:14]=1>>[I-:1].[I-:1].[CH2:2]([N+:13]1[CH:18]=[CH:17][CH:16]=[CH:15][CH:14]=1)[CH2:3][CH2:4][CH2:5][CH2:6][CH2:7][CH2:8][CH2:9][CH2:10][CH2:11][N+:13]1[CH:18]=[CH:17][CH:16]=[CH:15][CH:14]=1 |f:2.3.4|. Reported procedure: 1,10-Diiododecane (mmol) was added to a solution (30 mL) of dry pyridine, and the solution heated for 24 hours at 65° C. The resulting precipitate was filtered, and the product washed five times with dry diethyl ether. The resulting yellow solid was isolated in a 90% yield. 1H NMR (300 MHz, DMSO-D6) δ 9.10 (2H, d, C2&C6-H), 8.63 (1H, t, C4-H), 8.19 (2H, t, C3&C5-H), 4.60 (2H, t, C′1-CH2), 1.89 (2H, m, C′2-CH2), 1.24 (6H, m, C′3-5-CH2); 13C NMR (75 MHz, DMSO-D6) δ 145.3, 144.5, 127.9, 60.6, 30.6,... Reactants: Cl.C1(=CC=CC=C1)C1=NC2=CC(=CC=C2C=C1)C(=O)O (2-phenylquinoline-7-carboxylic acid hydrochloride), [H-].[H-].[H-].[H-].[Li+].[Al+3] (LiAlH4). Solvent: C1CCOC1 (THF). Run at time 15 hour. Yields the product C1(=CC=CC=C1)C1=NC2=CC(=CC=C2C=C1)CO ((2-Phenylquinolin-7-yl)methanol). As a reaction SMILES: Cl.[C:2]1([C:8]2[CH:17]=[CH:16][C:15]3[C:10](=[CH:11][C:12]([C:18](O)=[O:19])=[CH:13][CH:14]=3)[N:9]=2)[CH:7]=[CH:6][CH:5]=[CH:4][CH:3]=1.[H-].[H-].[H-].[H-].[Li+].[Al+3]>C1COCC1>[C:2]1([C:8]2[CH:17]=[CH:16][C:15]3[C:10](=[CH:11][C:12]([CH2:18][OH:19])=[CH:13][CH:14]=3)[N:9]=2)[CH:3]=[CH:4][CH:5]=[CH:6][CH:7]=1 |f:0.1,2.3.4.5.6.7|. Reported procedure: Under N2, to a solution of 2-phenylquinoline-7-carboxylic acid hydrochloride (144 mg, 0.5 mmol) in THF (5 mL) was added LiAlH4 (95 mg, 2.5 mmol) in two portions. The mixture was stirred at rt for 15 h, quenched with water (1 mL), and filtered through a Celite pad, which was washed with EtOAc (30 mL). The combined filtrates were dried over MgSO4, filtered, concentrated, and purified by silica gel chromatography (5% MeOH in dichloromethane) to afford the desired product. 1H-NMR (CDCl3, 400 MHz) δ ...